This data is from the Open Reaction Database (ORD), a public repository of structured organic reaction records. The task is: describe an organic reaction: reactants, conditions, products, and yield Reactants: [BH-](OC(=O)C)(OC(=O)C)OC(=O)C.[Na+] (NaBH(OAc)3), C(=O)(O)[O-].[Na+] (NaHCO3), C(=O)(OC(C)(C)C)N1CCNCC1 (N-Boc-piperazine), C(C)(C)(C)C=1C=C(C=O)C=CC1OC (3-tert-butyl-4-methoxybenzaldehyde). Reagents/catalysts: C(C)(=O)O (acetic acid). Solvent: ClCCl (dichloromethane). Conditions: temperature 20 celsius, time 12 hour. Product: C(C)(C)(C)OC(=O)N1CCN(CC1)CC1=CC(=C(C=C1)OC)C(C)(C)C (N-(tert-butyloxycarbonyl)-N′-(3-tert-butyl-4-methoxybenzyl)-piperazine). RXN SMILES: [C:1]([N:8]1[CH2:13][CH2:12][NH:11][CH2:10][CH2:9]1)([O:3][C:4]([CH3:7])([CH3:6])[CH3:5])=[O:2].[C:14]([C:18]1[CH:19]=[C:20]([CH:23]=[CH:24][C:25]=1[O:26][CH3:27])[CH:21]=O)([CH3:17])([CH3:16])[CH3:15].[BH-](OC(C)=O)(OC(C)=O)OC(C)=O.[Na+].C([O-])(O)=O.[Na+]>ClCCl.C(O)(=O)C>[C:4]([O:3][C:1]([N:8]1[CH2:9][CH2:10][N:11]([CH2:21][C:20]2[CH:23]=[CH:24][C:25]([O:26][CH3:27])=[C:18]([C:14]([CH3:17])([CH3:16])[CH3:15])[CH:19]=2)[CH2:12][CH2:13]1)=[O:2])([CH3:7])([CH3:6])[CH3:5] |f:2.3,4.5|. Reported procedure: The synthesis is carried out in argon condition. 2 g (10.7 mmol) of N-Boc-piperazine and 2.06 g (10.7 mmol) of 3-tert-butyl-4-methoxybenzaldehyde are mixed in 30 ml of dry dichloromethane. After dissolution 2 drops of acetic acid is added, then 4.24 g (20 mmol) of NaBH(OAc)3 is added and the mixture is stirred for 12 h at 20° C. Then 20 ml of 5% NaHCO3 aqueous solution is added dropwise with care to the reaction mixture. The organic layer is separated, washed with 5% Na2CO3 solution, dried over ...